The task is: describe an organic reaction: reactants, conditions, products, and yield. This data is from the Open Reaction Database (ORD), a public repository of structured organic reaction records. The product is CC(=O)NCCNc1cc(Cl)nc(-c2ccccc2)n1. Reactants: CC(=O)NCCN, CCCO, CCN(C(C)C)C(C)C, Clc1cc(Cl)nc(-c2ccccc2)n1. Reaction SMILES: [C:15]([CH3:16])(=[O:17])[NH:18][CH2:19][CH2:20][NH2:21].[CH3:31][CH2:32][CH2:33][OH:34].[CH:22]([N:23]([CH2:24][CH3:25])[CH:26]([CH3:27])[CH3:28])([CH3:29])[CH3:30].[Cl:1][c:2]1[n:3][c:4](-[c:9]2[cH:10][cH:11][cH:12][cH:13][cH:14]2)[n:5][c:6]([Cl:8])[cH:7]1>>[c:2]1([NH:21][CH2:20][CH2:19][NH:18][C:15]([CH3:16])=[O:17])[n:3][c:4](-[c:9]2[cH:10][cH:11][cH:12][cH:13][cH:14]2)[n:5][c:6]([Cl:8])[cH:7]1. The reactants are C([O-])([O-])=O.[K+].[K+] (potassium carbonate), FC1=CC=C(C=C1)C(CCCN1CCN(CC1)CC1CO1)C1=CC=C(C=C1)F (1-[4,4-bis(4-fluorophenyl)butyl]-4-(2,3-epoxypropyl)piperazine), C1(=CC=CC=C1)CCN (2-phenylethylamine). Solvent: CN(C)C=O (DMF). Product: FC1=CC=C(C=C1)C(CCCN1CCN(CC1)CC(CNCCC1=CC=CC=C1)O)C1=CC=C(C=C1)F (1-[4,4-Bis(4-fluorophenyl)butyl]-4-[2-hydroxy-3-(2phenylethylamino)propyl]piperazine). Yield: 9.8%. As a reaction SMILES: [F:1][C:2]1[CH:7]=[CH:6][C:5]([CH:8]([C:22]2[CH:27]=[CH:26][C:25]([F:28])=[CH:24][CH:23]=2)[CH2:9][CH2:10][CH2:11][N:12]2[CH2:17][CH2:16][N:15]([CH2:18][CH:19]3[O:21][CH2:20]3)[CH2:14][CH2:13]2)=[CH:4][CH:3]=1.[C:29]1([CH2:35][CH2:36][NH2:37])[CH:34]=[CH:33][CH:32]=[CH:31][CH:30]=1.C(=O)([O-])[O-].[K+].[K+]>CN(C=O)C>[F:1][C:2]1[CH:7]=[CH:6][C:5]([CH:8]([C:22]2[CH:27]=[CH:26][C:25]([F:28])=[CH:24][CH:23]=2)[CH2:9][CH2:10][CH2:11][N:12]2[CH2:13][CH2:14][N:15]([CH2:18][CH:19]([OH:21])[CH2:20][NH:37][CH2:36][CH2:35][C:29]3[CH:34]=[CH:33][CH:32]=[CH:31][CH:30]=3)[CH2:16][CH2:17]2)=[CH:4][CH:3]=1 |f:2.3.4|. Procedure: 3.86 g (0.01 mol) of 1-[4,4-bis(4-fluorophenyl)butyl]-4-(2,3-epoxypropyl)piperazine and 1.2 g (0.01 mol) of 2-phenylethylamine were refluxed with heating together with 200 ml of DMF for 24 hours in the presence of a catalytic amount of an alkali such as potassium carbonate. DMF was distilled off under reduced pressure, and a residue was extracted with ethyl acetate. After washing with water and drying, the ethyl acetate was distilled off under reduced pressure to obtain 5 g of a crude subject co... The reactants are C1=CC=CC=2CC3=CC=CC=C3C(C12)C(=O)O (9,10-Dihydroanthracene-9-carboxylic acid), N[C@@H]1CN(CC1)CCC1=CC=CC=C1 ((S)-3-amino-1-(2-phenylethyl)pyrrolidine). Product: C1(=CC=CC=C1)CCN1C[C@H](CC1)NC(=O)C1C2=CC=CC=C2CC=2C=CC=CC12 ((S)-N-(1-(2-phenylethyl)pyrrolidin-3-yl)-9,10-dihydroanthracene-9-carboxamide). RXN SMILES: [CH:1]1[C:14]2[CH:13]([C:15](O)=[O:16])[C:12]3[C:7](=[CH:8][CH:9]=[CH:10][CH:11]=3)[CH2:6][C:5]=2[CH:4]=[CH:3][CH:2]=1.[NH2:18][C@H:19]1[CH2:23][CH2:22][N:21]([CH2:24][CH2:25][C:26]2[CH:31]=[CH:30][CH:29]=[CH:28][CH:27]=2)[CH2:20]1>>[C:26]1([CH2:25][CH2:24][N:21]2[CH2:22][CH2:23][C@H:19]([NH:18][C:15]([CH:13]3[C:12]4[CH:11]=[CH:10][CH:9]=[CH:8][C:7]=4[CH2:6][C:5]4[C:14]3=[CH:1][CH:2]=[CH:3][CH:4]=4)=[O:16])[CH2:20]2)[CH:31]=[CH:30][CH:29]=[CH:28][CH:27]=1. Reported procedure: 9,10-Dihydroanthracene-9-carboxylic acid and (S)-3-amino-1-(2-phenylethyl)pyrrolidine were reacted under the same conditions as in Example 23 to give (S)-N-(1-(2-phenylethyl)pyrrolidin-3-yl)-9,10-dihydroanthracene-9-carboxamide.